Dataset: the Open Reaction Database (ORD), a public repository of structured organic reaction records. Task: describe an organic reaction: reactants, conditions, products, and yield The reactants are COC(=O)C=1C=2CC(C(NC2C=CC1F)C1=CC(=CC=C1)Br)(C)C (2-(3-bromo-phenyl)-6-fluoro-3,3-dimethyl-1,2,3,4-tetrahydro-quinoline-5-carboxylic acid methyl ester), N1CCOCC1 (morpholine), Cl.CN(CC(=O)O)C (N,N-dimethylglycine hydrochloride), C([O-])([O-])=O.[K+].[K+] (potassium carbonate). Reagents/catalysts: [Cu]I (copper(I) iodide). The solvent is CS(=O)C (dimethyl sulfoxide). Conditions: temperature 120 celsius, time 16 hour. Yields the product COC(=O)C=1C=2CC(C(NC2C=CC1F)C1=CC(=CC=C1)N1CCOCC1)(C)C (6-fluoro-3,3-dimethyl-2-(3-morpholin-4-yl-phenyl)-1,2,3,4-tetrahydro-quinoline-5-carboxylic acid methyl ester). Isolated yield 78.7%. Reaction SMILES: [CH3:1][O:2][C:3]([C:5]1[C:6]2[CH2:7][C:8]([CH3:24])([CH3:23])[CH:9]([C:16]3[CH:21]=[CH:20][CH:19]=[C:18](Br)[CH:17]=3)[NH:10][C:11]=2[CH:12]=[CH:13][C:14]=1[F:15])=[O:4].[NH:25]1[CH2:30][CH2:29][O:28][CH2:27][CH2:26]1.Cl.CN(C)CC(O)=O.C(=O)([O-])[O-].[K+].[K+]>CS(C)=O.[Cu]I>[CH3:1][O:2][C:3]([C:5]1[C:6]2[CH2:7][C:8]([CH3:24])([CH3:23])[CH:9]([C:16]3[CH:21]=[CH:20][CH:19]=[C:18]([N:25]4[CH2:30][CH2:29][O:28][CH2:27][CH2:26]4)[CH:17]=3)[NH:10][C:11]=2[CH:12]=[CH:13][C:14]=1[F:15])=[O:4] |f:2.3,4.5.6|. Procedure: A mixture of 2-(3-bromo-phenyl)-6-fluoro-3,3-dimethyl-1,2,3,4-tetrahydro-quinoline-5-carboxylic acid methyl ester (6.0 g, 15.3 mmol), morpholine (13.3 mL, 153 mmol), copper(I) iodide (874 mg, 4.6 mmol), N,N-dimethylglycine hydrochloride (1.3 g, 9.2 mmol) and potassium carbonate (8.5 g, 61.2 mmol) in dimethyl sulfoxide (15 mL) was stirred at 120° C. for 16 h. Then the reaction mixture cooled to room temperature. The reaction mixture was extracted with ethyl acetate (2×150 mL), washed with water (... Reactants: BrC=1C(=NC=C(C(=O)NN)C1)CC (5-bromo-6-ethylnicotinohydrazide), C(C)(C)N(CC)C(C)C (diisopropylethylamine), ClC(Cl)(OC(OC(Cl)(Cl)Cl)=O)Cl (triphosgene), BrC=1C=C(C=NC1CC)C1=NNC(O1)=O (5-(5-Bromo-6-ethylpyridin-3-yl)-1,3,4-oxadiazol-2(3H)-one). Run in C(Cl)Cl (DCM), C(Cl)Cl (DCM), C(Cl)Cl (DCM). Run at time 1 hour. Yields the product BrC=1C(=NC=C(C(=O)OCC)C1)CC (Ethyl 5-bromo-6-ethylnicotinate). The yield is 58.0%. RXN SMILES: BrC1C=[C:4]([C:10]2[O:14]C(=O)NN=2)C=NC=1CC.[Br:16][C:17]1[C:18]([CH2:27][CH3:28])=[N:19][CH:20]=[C:21]([CH:26]=1)[C:22](NN)=[O:23].C(N(C(C)C)CC)(C)C.ClC(Cl)(OC(=O)OC(Cl)(Cl)Cl)Cl>C(Cl)Cl>[Br:16][C:17]1[C:18]([CH2:27][CH3:28])=[N:19][CH:20]=[C:21]([CH:26]=1)[C:22]([O:14][CH2:10][CH3:4])=[O:23]. Procedure: Step-3: 5-(5-Bromo-6-ethylpyridin-3-yl)-1,3,4-oxadiazol-2(3H)-one: To a stirred and cooled (0° C.) solution of 5-bromo-6-ethylnicotinohydrazide (2.50 g, 10.24 mmol, 1.0 eq) and diisopropylethylamine (3.58 mL, 20.48 mmol, 2.0 eq) in DCM (20 mL) was added a solution of triphosgene (1.21 g, 4.10 mmol, 0.4 eq) in DCM (10 mL) over a period of 10 min. The resulting mixture was stirred for 1 h at the same temperature. The reaction mixture was then diluted with DCM (50 mL) and washed with water (50 mL),... Starting materials: [N+](=O)([O-])C1=CC=C(C=C1)OC1=CC(=CC(=C1)F)Cl (3-chloro-5-fluorophenyl 4-nitrophenyl ether), [N+](=O)([O-])C1=CC=C(C=C1)OC1=CC(=CC(=C1)F)Cl (3-chloro-5-fluorophenyl 4-nitrophenyl ether), [Cl-].[NH4+] (ammonium chloride). The reagents and catalysts are [Fe] (Fe). The solvent is C1CCOC1 (THF), O (water), O (water). The product is ClC=1C=C(C=C(C1)F)OC1=CC=C(N)C=C1 (4-[(3-chloro-5-fluorophenyl)oxy]aniline). The yield is 95.6%. Reaction SMILES: [N+:1]([C:4]1[CH:9]=[CH:8][C:7]([O:10][C:11]2[CH:16]=[C:15]([F:17])[CH:14]=[C:13]([Cl:18])[CH:12]=2)=[CH:6][CH:5]=1)([O-])=O.[Cl-].[NH4+]>C1COCC1.O.[Fe]>[Cl:18][C:13]1[CH:12]=[C:11]([O:10][C:7]2[CH:8]=[CH:9][C:4]([NH2:1])=[CH:5][CH:6]=2)[CH:16]=[C:15]([F:17])[CH:14]=1 |f:1.2|. Procedure details: To a solution of 3-chloro-5-fluorophenyl 4-nitrophenyl ether (Intermediate 5, 2.38 g) in THF (40 mL) and water (10 mL) was added Fe power (11.2 g, 200 mmol) and ammonium chloride (10.7 g, 200 mmol). The reaction mixture was heated at reflux for 4 hours. After filtration, the solvent was concentrated to give a residue and poured into 50 mL of water. The mixture was extracted with ethyl acetate (3 times 50 mL) and the combined organic phases were washed and dried over magnesium sulphate. Removal o...